This data is from the Open Reaction Database (ORD), a public repository of structured organic reaction records. The task is: describe an organic reaction: reactants, conditions, products, and yield As a reaction SMILES: [CH3:1][C:2]1[CH2:11][S:10][C@@H:5]2[C@H:6](N)[C:7](=[O:8])[N:4]2[C:3]=1[C:12]([OH:14])=[O:13].C(O)C.[BrH:18].N([O-])=O.[Na+]>O>[Br:18][C@H:6]1[C:7](=[O:8])[N:4]2[C:3]([C:12]([OH:14])=[O:13])=[C:2]([CH3:1])[CH2:11][S:10][C@H:5]12 |f:3.4|. Conditions: time 2.5 hour. Solvent: O (water). Starting materials: ice, CC1=C(N2[C@@H]([C@@H](C2=O)N)SC1)C(=O)O (7-ADCA), C(C)O (ethanol), Br (hydrobromic acid), N(=O)[O-].[Na+] (sodium nitrite). Yield: 75.5%. Procedure: To an ice-cooled mixture of 7-ADCA (10.0 g, 0.4667 mol), ethanol (270 ml), water (83 ml) and hydrobromic acid (48%, 56.7 ml), sodium nitrite (4.67 g, 0.6769 mol) was added in small portions over 25 minutes and the mixture was stirred for 2.5 hours at ice-temperature. Ethanol was removed under reduced pressure and the residual mass was diluted with methylene chloride, washed with water. The aqueous washings were saturated with brine and re-extracted with methylene chloride. The combined organic l... Yields the product Br[C@@H]1[C@@H]2N(C(=C(CS2)C)C(=O)O)C1=O (7α-bromo-3-methyl-3-cephem-4-carboxylic acid). The reactants are C(C)(=O)N1C(C(C2=CC=CC=C12)=C(C1=CC=CC=C1)OCC)=O (1-acetyl-3-(1-ethoxy-1-phenyl-methylidene)-2-indolinone), NC1=CC=C(C#N)C=C1 (4-aminobenzonitrile), [OH-].[Na+] (sodium hydroxide). Solvent: CN(C)C=O (DMF). The product is C(#N)C1=CC=C(C=C1)N\C(\C1=CC=CC=C1)=C\1/C(NC2=CC=CC=C12)=O ((Z)-3-[1-(4-cyanophenylamino)-1-phenyl-methylidene]-2-indolinone). RXN SMILES: C([N:4]1[C:12]2[C:7](=[CH:8][CH:9]=[CH:10][CH:11]=2)[C:6](=[C:13](OCC)[C:14]2[CH:19]=[CH:18][CH:17]=[CH:16][CH:15]=2)[C:5]1=[O:23])(=O)C.[NH2:24][C:25]1[CH:32]=[CH:31][C:28]([C:29]#[N:30])=[CH:27][CH:26]=1.[OH-].[Na+]>CN(C=O)C>[C:29]([C:28]1[CH:31]=[CH:32][C:25]([NH:24]/[C:13](=[C:6]2\[C:5](=[O:23])[NH:4][C:12]3[C:7]\2=[CH:8][CH:9]=[CH:10][CH:11]=3)/[C:14]2[CH:15]=[CH:16][CH:17]=[CH:18][CH:19]=2)=[CH:26][CH:27]=1)#[N:30] |f:2.3|. Reported procedure: Prepared analogously to Example 1 from 1-acetyl-3-(1-ethoxy-1-phenyl-methylidene)-2-indolinone and 4-aminobenzonitrile in DMF and subsequent treatment with sodium hydroxide solution. The reactants are CCO, FC(F)(F)c1cc(Cl)nc(-c2cccnc2)n1, Cl, [Na+], [OH-], O, Cc1ccc(O)cc1N. Yields the product Cc1ccc(O)cc1Nc1cc(C(F)(F)F)nc(-c2cccnc2)n1. As a reaction SMILES: [CH2:30]([OH:31])[CH3:32].[Cl:1][c:2]1[n:3][c:4](-[c:12]2[cH:13][n:14][cH:15][cH:16][cH:17]2)[n:5][c:6]([C:8]([F:9])([F:10])[F:11])[cH:7]1.[ClH:27].[Na+:29].[OH-:28].[OH2:33].[OH:18][c:19]1[cH:20][cH:21][c:22]([CH3:26])[c:23]([NH2:24])[cH:25]1>>[c:2]1([NH:24][c:23]2[c:22]([CH3:26])[cH:21][cH:20][c:19]([OH:18])[cH:25]2)[n:3][c:4](-[c:12]2[cH:13][n:14][cH:15][cH:16][cH:17]2)[n:5][c:6]([C:8]([F:9])([F:10])[F:11])[cH:7]1. Conditions: time 30 minute. Run in C(C)OCC (diethyl ether), O (water). The product is S=C1NN=C(O1)[C@H]1[C@H](CCC1)NC(OC(C)(C)C)=O (tert-butyl [(1S,2R)-2-(5-thioxo-4,5-dihydro-1,3,4-oxadiazol-2-yl)cyclopentyl]carbamate). The reactants are N(N)C(=O)[C@H]1[C@H](CCC1)NC(OC(C)(C)C)=O (tert-butyl [(1S,2R)-2-(hydrazinocarbonyl)cyclopentyl]carbamate), C(C)O (ethanol), S=C=S (dithioxomethane), [OH-].[K+] (potassium hydroxide). As a reaction SMILES: [NH:1]([C:3]([C@@H:5]1[CH2:9][CH2:8][CH2:7][C@@H:6]1[NH:10][C:11](=[O:17])[O:12][C:13]([CH3:16])([CH3:15])[CH3:14])=[O:4])[NH2:2].C(O)C.[S:21]=[C:22]=S.[OH-].[K+]>C(OCC)C.O>[S:21]=[C:22]1[O:4][C:3]([C@@H:5]2[CH2:9][CH2:8][CH2:7][C@@H:6]2[NH:10][C:11](=[O:17])[O:12][C:13]([CH3:14])([CH3:16])[CH3:15])=[N:1][NH:2]1 |f:3.4|. Reported procedure: A mixture of tert-butyl [(1S,2R)-2-(hydrazinocarbonyl)cyclopentyl]carbamate (370 mg) and ethanol (5.6 ml) was ice-cooled, and dithioxomethane (230 μl) and potassium hydroxide (120 mg) were added thereto in this order, followed by stirring at the same temperature for 30 minutes. The reaction mixture was stirred at room temperature for 1 hour, warmed, and heated for 6 hours under reflux. The reaction mixture was left to be cooled, and water (50 ml) and diethyl ether (50 ml) were added thereto, fol... Reactants: CCOC(=O)c1ncoc1-c1ccc([N+](=O)[O-])cc1OC, CO, [Na+], [OH-]. The product is COc1cc([N+](=O)[O-])ccc1-c1ocnc1C(=O)O. RXN SMILES: [CH3:1][O:2][c:3]1[c:4](-[c:12]2[c:13]([C:17](=[O:18])[O:19][CH2:20][CH3:21])[n:14][cH:15][o:16]2)[cH:5][cH:6][c:7]([N+:9](=[O:10])[O-:11])[cH:8]1.[CH3:24][OH:25].[Na+:23].[OH-:22]>>[CH3:1][O:2][c:3]1[c:4](-[c:12]2[c:13]([C:17](=[O:18])[OH:19])[n:14][cH:15][o:16]2)[cH:5][cH:6][c:7]([N+:9](=[O:10])[O-:11])[cH:8]1. The yield is 95.0%. Reported procedure: A starting compound (9)(14.0 mg, 22.8 μmol) was dissolved in 1 mL of chloroform. A saturated methanol solution of zinc acetate (0.3 mL) was added thereto and stirred at room temperature for 30 minutes. The chloroform solution was washed with water and solvent was removed by distillation. As a result, the compound (10) (14.6 mg) was obtained in a yield of 95%. Starting materials: CO (methanol), C(C)(=O)[O-].[Zn+2].C(C)(=O)[O-] (zinc acetate), OC1=C(C=C(C=C1)O)C=1C2=CC=C(N2)C(=C2C=CC(C=C3C=CC(=C(C=4C=CC1N4)CCCCCCC)N3)=N2)CCCCCCC (5-(2,5-dihydoxyphenyl)-10,20-bis(heptyl)porphyrin). Run in C(Cl)(Cl)Cl (chloroform). Yields the product [Zn].OC1=C(C=C(C=C1)O)C=1C2=CC=C(N2)C(=C2C=CC(C=C3C=CC(=C(C=4C=CC1N4)CCCCCCC)N3)=N2)CCCCCCC (5-(2,5-dihydoxyphenyl)-10,20-bis(n-heptyl)porphyrin zinc). Conditions: time 30 minute. RXN SMILES: [OH:1][C:2]1[CH:7]=[CH:6][C:5]([OH:8])=[CH:4][C:3]=1[C:9]1[C:10]2[NH:14][C:13]([C:15]([CH2:40][CH2:41][CH2:42][CH2:43][CH2:44][CH2:45][CH3:46])=[C:16]3[N:39]=[C:19]([CH:20]=[C:21]4[NH:38][C:24](=[C:25]([CH2:31][CH2:32][CH2:33][CH2:34][CH2:35][CH2:36][CH3:37])[C:26]5[CH:27]=[CH:28][C:29]=1[N:30]=5)[CH:23]=[CH:22]4)[CH:18]=[CH:17]3)=[CH:12][CH:11]=2.CO.C([O-])(=O)C.[Zn+2:53].C([O-])(=O)C>C(Cl)(Cl)Cl>[Zn:53].[OH:1][C:2]1[CH:7]=[CH:6][C:5]([OH:8])=[CH:4][C:3]=1[C:9]1[C:10]2[NH:14][C:13]([C:15]([CH2:40][CH2:41][CH2:42][CH2:43][CH2:44][CH2:45][CH3:46])=[C:16]3[N:39]=[C:19]([CH:20]=[C:21]4[NH:38][C:24](=[C:25]([CH2:31][CH2:32][CH2:33][CH2:34][CH2:35][CH2:36][CH3:37])[C:26]5[CH:27]=[CH:28][C:29]=1[N:30]=5)[CH:23]=[CH:22]4)[CH:18]=[CH:17]3)=[CH:12][CH:11]=2 |f:2.3.4,6.7|. Run in OC[C@H]1N(CCC1)C1=NC=C(C(=N1)NCC1=CC(=C(C=C1)OC)Cl)C(C)=O ((S)-(2-hydroxymethyl-1-pyrrolidinyl)-4-(3-chloro-4-methoxybenzylamino)-5-acetylpyrimidine), CCCCCC (hexane). Procedure details: A solution of (S)-2-(2-hydroxymethyl-1-pyrrolidinyl)-4-(3-chloro-4-methoxybenzylamino)-5-formylpyrimidine (10.0 mg) in tetrahydrofuran (1.0 ml) obtained in Example 2 (3) is treated with a 1.6M solution of n-butyl lithium in hexane (83 μl) at −78° C. for 3 minutes, and thereto is added an aqueous sodium hydrogen carbonate solution. The reaction mixture is extracted with ethyl acetate to give (S)-2-(2-hydroxymethyl-1-pyrrolidinyl)-4-(3-chloro-4-methoxybenzylamino)-5-(1-hydroxypentyl)pyrimidine (13... Reactants: C(O)([O-])=O.[Na+] (sodium hydrogen carbonate), OC[C@H]1N(CCC1)C1=NC=C(C(=N1)NCC1=CC(=C(C=C1)OC)Cl)C=O ((S)-2-(2-hydroxymethyl-1-pyrrolidinyl)-4-(3-chloro-4-methoxybenzylamino)-5-formylpyrimidine), solution, C(CCC)[Li] (n-butyl lithium). Reaction SMILES: [OH:1][CH2:2][C@@H:3]1[CH2:7][CH2:6][CH2:5][N:4]1[C:8]1[N:13]=[C:12]([NH:14][CH2:15][C:16]2[CH:21]=[CH:20][C:19]([O:22][CH3:23])=[C:18]([Cl:24])[CH:17]=2)[C:11]([CH:25]=[O:26])=[CH:10][N:9]=1.[CH2:27]([Li])[CH2:28][CH2:29][CH3:30].C(=O)([O-])O.[Na+]>OC[C@@H]1CCCN1C1N=C(NCC2C=CC(OC)=C(Cl)C=2)C(C(=O)C)=CN=1.CCCCCC>[OH:1][CH2:2][CH:3]1[CH2:7][CH2:6][CH2:5][N:4]1[C:8]1[N:13]=[C:12]([NH:14][CH2:15][C:16]2[CH:21]=[CH:20][C:19]([O:22][CH3:23])=[C:18]([Cl:24])[CH:17]=2)[C:11]([C@@H:25]([OH:26])[CH2:27][CH2:28][CH2:29][CH3:30])=[CH:10][N:9]=1 |f:2.3|. The product is OCC1N(CCC1)C1=NC=C(C(=N1)NCC1=CC(=C(C=C1)OC)Cl)[C@H](CCCC)O ((S)-2-(2-hydroxymethyl-1-pyrrolidinyl)-4-(3-chloro-4-methoxybenzylamino)-5-(1-hydroxypentyl)pyrimidine).